describe an organic reaction: reactants, conditions, products, and yield From a dataset of the Open Reaction Database (ORD), a public repository of structured organic reaction records. Reactants: C=C1CC(=O)O1 (diketene), C(C)P(OCCCC)[O-] (n-butyl ethylphosphonite). Reaction conditions: temperature 85 celsius. The product is C(C)P(OCCCC)(=O)CC1CC(O1)=O (n-butyl ethyl(2-oxo-4-oxetanylmethyl)phosphinate), 31P. As a reaction SMILES: [CH2:1]=[C:2]1[O:6][C:4](=[O:5])[CH2:3]1.[CH2:7]([P:9]([O-:15])[O:10][CH2:11][CH2:12][CH2:13][CH3:14])[CH3:8]>>[CH2:7]([P:9]([CH2:1][CH:2]1[O:6][C:4](=[O:5])[CH2:3]1)(=[O:15])[O:10][CH2:11][CH2:12][CH2:13][CH3:14])[CH3:8]. Reported procedure: A solution of 0.98 parts of bis-(t-butylcyclohexyl)perdicarbonate in 12.6 parts of diketene was added dropwise over 1 hour to 90.2 parts of n-butyl ethylphosphonite which was vigorously stirred at 85° C. in a nitrogen atmosphere. After the addition the reaction mixture was passed down a wiped wall still at a temperature of 50° C. and a pressure of 0.13 mb to remove the excess phosphonite. The residue was distilled on the wiped wall still at a temperature of 75° C. and a pressure of 0.013 mb. The... Reactants: C1CCOC1, CO, CCOC(=O)c1[nH]c(C)nc1C, [Li+], [OH-]. The product is Cc1nc(C)c(C(=O)O)[nH]1. RXN SMILES: [CH2:17]1[O:18][CH2:19][CH2:20][CH2:21]1.[CH3:15][OH:16].[CH3:3][c:4]1[nH:5][c:6]([C:10](=[O:11])[O:12][CH2:13][CH3:14])[c:7]([CH3:9])[n:8]1.[Li+:1].[OH-:2]>>[CH3:3][c:4]1[nH:5][c:6]([C:10](=[O:11])[OH:12])[c:7]([CH3:9])[n:8]1. The reactants are C1(=CC=CC=C1)S(=O)(=O)NC(=O)C1=CC=C2C(=N1)N(C(=N2)C)CC2=C(C=C(C=C2)\C=C\C2=CC=CC=C2)Cl ((E)-5-(Benzenesulfonylcarbamoyl)-3-(2-chloro-4-(2-phenylethenyl)-benzyl)-2-methyl-3H-imidazo[4,5-b]pyridine), C(Cl)(Cl)Cl (chloroform), O1CCOCC1 (1,4-dioxane). The reagents and catalysts are [Pt]=O (platinum oxide). Solvent: CO (methanol). Reaction conditions: time 6.5 hour. The product is C1(=CC=CC=C1)S(=O)(=O)NC(=O)C1=CC=C2C(=N1)N(C(=N2)C)CC2=C(C=C(C=C2)CCC2=CC=CC=C2)Cl (5-(benzenesulfonylcarbamoyl)-3-(2-chloro-4-(2-phenylethyl)benzyl)-2-methyl-3H-imidazo[4,5-b]pyridine). Isolated yield 42.7%. RXN SMILES: [C:1]1([S:7]([NH:10][C:11]([C:13]2[N:18]=[C:17]3[N:19]([CH2:23][C:24]4[CH:29]=[CH:28][C:27](/[CH:30]=[CH:31]/[C:32]5[CH:37]=[CH:36][CH:35]=[CH:34][CH:33]=5)=[CH:26][C:25]=4[Cl:38])[C:20]([CH3:22])=[N:21][C:16]3=[CH:15][CH:14]=2)=[O:12])(=[O:9])=[O:8])[CH:6]=[CH:5][CH:4]=[CH:3][CH:2]=1.C(Cl)(Cl)Cl.O1CCOCC1>[Pt]=O.CO>[C:1]1([S:7]([NH:10][C:11]([C:13]2[N:18]=[C:17]3[N:19]([CH2:23][C:24]4[CH:29]=[CH:28][C:27]([CH2:30][CH2:31][C:32]5[CH:33]=[CH:34][CH:35]=[CH:36][CH:37]=5)=[CH:26][C:25]=4[Cl:38])[C:20]([CH3:22])=[N:21][C:16]3=[CH:15][CH:14]=2)=[O:12])(=[O:8])=[O:9])[CH:6]=[CH:5][CH:4]=[CH:3][CH:2]=1. Reported procedure: (E)-5-(Benzenesulfonylcarbamoyl)-3-(2-chloro-4-(2-phenylethenyl)-benzyl)-2-methyl-3H-imidazo[4,5-b]pyridine (42 mg) was suspended in a mixed solvent of chloroform (4 ml), 1,4-dioxane (2 ml) and methanol (2 ml), and platinum oxide (2 mg) was added. The mixture was stirred at room temperature for 6.5 hr under a hydrogen atmosphere at 1 atm. The reaction mixture was filtrated and the solvent was evaporated. The resultant mixture was purified by silica gel column chromatography (chloroform/methanol=... Starting materials: CSC(S(=O)(=O)[O-])=NC(C)C (1-methylthio-1-isopropylimino-methanesulfonate), NC1=CC=C(C=C1)C=1N=CNC1 (4-(4-amino phenyl)-1-H-imidazole). Run in C(C)#N (acetonitrile), C(C)#N (acetonitrile). Run at time 8 hour. Yields the product C(C)(C)NC(=NC1=CC=C(C=C1)C=1N=CNC1)S(=O)(=O)O (N-Isopropyl-N'-[4-(imidazol-4-yl)-phenyl]-amidino-sulfonic acid). As a reaction SMILES: CS[C:3](=[N:8][CH:9]([CH3:11])[CH3:10])[S:4]([O-:7])(=[O:6])=[O:5].[NH2:12][C:13]1[CH:18]=[CH:17][C:16]([C:19]2[N:20]=[CH:21][NH:22][CH:23]=2)=[CH:15][CH:14]=1>C(#N)C>[CH:9]([NH:8][C:3]([S:4]([OH:7])(=[O:6])=[O:5])=[N:12][C:13]1[CH:14]=[CH:15][C:16]([C:19]2[N:20]=[CH:21][NH:22][CH:23]=2)=[CH:17][CH:18]=1)([CH3:11])[CH3:10]. Procedure: A solution of 1-methylthio-1-isopropylimino-methanesulfonate (6.8 g) in acetonitrile (150 ml) was added slowly to a solution of 4-(4-amino phenyl)-1-H-imidazole (5 g) in acetonitrile (250 ml) at room temperature. The reaction mixture was stirred overnight, and the product which crystallized out was collected by filtration to give the crude title compound, which was purified via its maleate in 95% ethanol. M.p. 209° C. (dec.).